Dataset: the Open Reaction Database (ORD), a public repository of structured organic reaction records. Task: describe an organic reaction: reactants, conditions, products, and yield Starting materials: [Sn](Cl)Cl (tin(II) chloride), BrC=1C=CC(=C(C1)NCCCOC)[N+](=O)[O-] ((5-bromo-2-nitrophenyl)-(3-methoxypropyl)amine). Run in C(C)O (ethanol). The product is BrC=1C=C(C(=CC1)N)NCCCOC (4-Bromo-N2-(3-methoxypropyl)benzene-1,2-diamine). RXN SMILES: [Sn](Cl)Cl.[Br:4][C:5]1[CH:6]=[CH:7][C:8]([N+:17]([O-])=O)=[C:9]([NH:11][CH2:12][CH2:13][CH2:14][O:15][CH3:16])[CH:10]=1>C(O)C>[Br:4][C:5]1[CH:10]=[C:9]([NH:11][CH2:12][CH2:13][CH2:14][O:15][CH3:16])[C:8]([NH2:17])=[CH:7][CH:6]=1. Procedure details: 78.57 g of tin(II) chloride are added to a solution of 21.01 g of (5-bromo-2-nitrophenyl)-(3-methoxypropyl)amine in 950 ml of ethanol. The reaction mixture is heated to reflux for 12 hours. The mixture is cooled to room temperature and concentrated by evaporation. The residue is treated with 2M NaOH until a pH of 11 is obtained. The mixture is extracted with tert-butyl methyl ether (3×). The combined organic phases are dried over sodium sulphate and concentrated by evaporation. The title compoun... The reactants are CCO, [Na+], CCCCC1(CCCC)CN(c2ccccc2)c2cc(Br)c(OCC(=O)OCC)cc2S(=O)(=O)N1, [OH-]. Yields the product CCCCC1(CCCC)CN(c2ccccc2)c2cc(Br)c(OCC(=O)O)cc2S(=O)(=O)N1. Reaction SMILES: [CH3:38][CH2:39][OH:40].[Na+:37].[O:1]=[S:2]1(=[O:35])[NH:3][C:4]([CH2:27][CH2:28][CH2:29][CH3:30])([CH2:31][CH2:32][CH2:33][CH3:34])[CH2:5][N:6]([c:21]2[cH:22][cH:23][cH:24][cH:25][cH:26]2)[c:7]2[c:8]1[cH:9][c:10]([O:14][CH2:15][C:16](=[O:17])[O:18][CH2:19][CH3:20])[c:11]([Br:13])[cH:12]2.[OH-:36]>>[O:1]=[S:2]1(=[O:35])[NH:3][C:4]([CH2:27][CH2:28][CH2:29][CH3:30])([CH2:31][CH2:32][CH2:33][CH3:34])[CH2:5][N:6]([c:21]2[cH:22][cH:23][cH:24][cH:25][cH:26]2)[c:7]2[c:8]1[cH:9][c:10]([O:14][CH2:15][C:16](=[O:17])[OH:18])[c:11]([Br:13])[cH:12]2.